From a dataset of the Open Reaction Database (ORD), a public repository of structured organic reaction records. describe an organic reaction: reactants, conditions, products, and yield Yields the product CCOC(=O)Cc1c(C)n(Cc2ccccc2)c2ccc(C(=O)O)cc12. Reactants: CCOC(=O)Cc1c(C)n(Cc2ccccc2)c2ccc(C(=O)OCC)cc12, CCO, Cl, [Na+], [OH-]. Reaction SMILES: [CH2:1]([CH3:2])[O:3][C:4]([CH2:5][c:6]1[c:7]([CH3:27])[n:8]([CH2:20][c:21]2[cH:22][cH:23][cH:24][cH:25][cH:26]2)[c:9]2[cH:10][cH:11][c:12]([C:15](=[O:16])[O:17][CH2:18][CH3:19])[cH:13][c:14]12)=[O:28].[CH3:32][CH2:33][OH:34].[ClH:31].[Na+:30].[OH-:29]>>[CH2:1]([CH3:2])[O:3][C:4]([CH2:5][c:6]1[c:7]([CH3:27])[n:8]([CH2:20][c:21]2[cH:22][cH:23][cH:24][cH:25][cH:26]2)[c:9]2[cH:10][cH:11][c:12]([C:15](=[O:16])[OH:17])[cH:13][c:14]12)=[O:28]. The reactants are B(Br)(Br)Br (boron tribromide), C([O-])([O-])=O.[Na+].[Na+] (sodium carbonate), COC=1C=C(C=CC1OC)C=CC1=NC(=NO1)CC (5-[2-(3,4-Dimethoxy-phenyl)-vinyl]-3-ethyl-[1,2,4]oxadiazole), compound. Solvent: CO (methanol), C(Cl)(Cl)Cl (chloroform), ClCCl (dichloromethane), ClCCl (dichloromethane). Run at temperature -78 celsius, time 3 hour. Product: C(C)C1=NOC(=N1)C=CC=1C=C(C(=CC1)O)O (4-[2-(3-Ethyl-[1,2,4]oxadiazol-5-yl)-vinyl]-benzene-1,2-diol). RXN SMILES: C[O:2][C:3]1[CH:4]=[C:5]([CH:11]=[CH:12][C:13]2[O:17][N:16]=[C:15]([CH2:18][CH3:19])[N:14]=2)[CH:6]=[CH:7][C:8]=1[O:9]C.B(Br)(Br)Br.C(=O)([O-])[O-].[Na+].[Na+]>ClCCl.CO.C(Cl)(Cl)Cl>[CH2:18]([C:15]1[N:14]=[C:13]([CH:12]=[CH:11][C:5]2[CH:4]=[C:3]([OH:2])[C:8]([OH:9])=[CH:7][CH:6]=2)[O:17][N:16]=1)[CH3:19] |f:2.3.4|. Procedure: 5-[2-(3,4-Dimethoxy-phenyl)-vinyl]-3-ethyl-[1,2,4]oxadiazole (compound of Example 2, Method A, Step 2; 0.3 g, 1.15 mmol) was dissolved in dichloromethane (6 mL) and cooled to −78° C. A solution of boron tribromide (0.41 mL, 4.40 mmol) in dichloromethane (4 mL), which was cooled to −50° C., was added slowly over a period of 30 min. After 3 h, the reaction mixture was allowed to warm to room temperature and stirred for 12 h. After the completion of the reaction, the mixture was quenched by dropwis... Starting materials: N#Cc1ccc2c(c1)CCC(NC(=O)c1ccc(-c3ccc(F)cc3)cc1)C2, CI, [H-], [Na+], CN(C)C=O, O. The product is CN(C(=O)c1ccc(-c2ccc(F)cc2)cc1)C1CCc2cc(C#N)ccc2C1. As a reaction SMILES: [C:1](#[N:2])[c:3]1[cH:4][c:5]2[c:10]([cH:11][cH:12]1)[CH2:9][CH:8]([NH:13][C:14](=[O:15])[c:16]1[cH:17][cH:18][c:19](-[c:22]3[cH:23][cH:24][c:25]([F:28])[cH:26][cH:27]3)[cH:20][cH:21]1)[CH2:7][CH2:6]2.[CH3:31][I:32].[H-:30].[Na+:29].[O:34]=[CH:35][N:36]([CH3:37])[CH3:38].[OH2:33]>>[C:1](#[N:2])[c:3]1[cH:4][c:5]2[c:10]([cH:11][cH:12]1)[CH2:9][CH:8]([N:13]([C:14](=[O:15])[c:16]1[cH:17][cH:18][c:19](-[c:22]3[cH:23][cH:24][c:25]([F:28])[cH:26][cH:27]3)[cH:20][cH:21]1)[CH3:31])[CH2:7][CH2:6]2. Reactants: N=1ON=C2C1C=CC=C2C2C=1C(NC(=C2C#N)C2CCNCC2)=NNC1 (4-(2,1,3-benzoxadiazol-4-yl)-5-cyano-4,7-dihydro-6-(piperidin-4-yl)-2H-pyrazolo[3,4-b]pyridine), C(C)(C)N(CC)C(C)C (diisopropylethylamine), Cl.N1(N=CC=C1)C(=N)N (1H-pyrazole-1-carboxamidine hydrochloride). Solvent: CO (MeOH). Run at time 8 hour. Product: N=1ON=C2C1C=CC=C2C2C=1C(NC(=C2C#N)C2CCN(CC2)C(N)=N)=NNC1 (4-(2,1,3-Benzoxadiazol-4-yl)-5-cyano-4,7-dihydro-6-(1-guanylpiperidin-4-yl)-2H-pyrazolo[3,4-b]pyridine). Isolated yield 59.5%. Reaction SMILES: [N:1]1[O:2][N:3]=[C:4]2[C:9]([CH:10]3[C:15]([C:16]#[N:17])=[C:14]([CH:18]4[CH2:23][CH2:22][NH:21][CH2:20][CH2:19]4)[NH:13][C:12]4=[N:24][NH:25][CH:26]=[C:11]34)=[CH:8][CH:7]=[CH:6][C:5]=12.C(N(C(C)C)CC)(C)C.Cl.[N:37]1([C:42](N)=[NH:43])C=CC=N1>CO>[N:1]1[O:2][N:3]=[C:4]2[C:9]([CH:10]3[C:15]([C:16]#[N:17])=[C:14]([CH:18]4[CH2:19][CH2:20][N:21]([C:42](=[NH:37])[NH2:43])[CH2:22][CH2:23]4)[NH:13][C:12]4=[N:24][NH:25][CH:26]=[C:11]34)=[CH:8][CH:7]=[CH:6][C:5]=12 |f:2.3|. Procedure details: To a solution of 4-(2,1,3-benzoxadiazol-4-yl)-5-cyano-4,7-dihydro-6-(piperidin-4-yl)-2H-pyrazolo[3,4-b]pyridine (1.5 g) in MeOH (30 mL) was added diisopropylethylamine (4.2 g), and 1H-pyrazole-1-carboxamidine hydrochloride (0.96 g) at room temperature and the mixture was stirred overnight. The precipitated crystals were collected by filtration to give the title compound (1.0 g) as yellow crystals. Product: Cc1ccc(S(=O)(=O)OCCCc2ccccc2O)cc1. Starting materials: ClCCl, OCCCc1ccccc1O, Cc1ccc(S(=O)(=O)Cl)cc1. As a reaction SMILES: [CH2:23]([Cl:24])[Cl:25].[OH:1][c:2]1[c:3]([CH2:8][CH2:9][CH2:10][OH:11])[cH:4][cH:5][cH:6][cH:7]1.[S:12](=[O:13])(=[O:14])([c:15]1[cH:16][cH:17][c:18]([CH3:19])[cH:20][cH:21]1)[Cl:22]>>[OH:1][c:2]1[c:3]([CH2:8][CH2:9][CH2:10][O:11][S:12](=[O:13])(=[O:14])[c:15]2[cH:16][cH:17][c:18]([CH3:19])[cH:20][cH:21]2)[cH:4][cH:5][cH:6][cH:7]1. Starting materials: COc1cccc2occ(COc3cccc4[nH]c(C(=O)NC5CCN(CC6CCCN7CCCCC67)CC5)cc34)c12, Cl, Cl, Cl, CC1CN(CCN2CCC(N)CC2)CCC1O. Yields the product COc1cccc2occ(COc3cccc4[nH]c(C(=O)NC5CCN(CCN6CCC(O)C(C)C6)CC5)cc34)c12. As a reaction SMILES: [CH:1]1([CH2:2][N:12]2[CH2:13][CH2:14][CH:15]([NH:18][C:19](=[O:20])[c:21]3[nH:22][c:23]4[cH:24][cH:25][cH:26][c:27]([O:30][CH2:31][c:32]5[cH:33][o:34][c:35]6[c:36]5[c:37]([O:41][CH3:42])[cH:38][cH:39][cH:40]6)[c:28]4[cH:29]3)[CH2:16][CH2:17]2)[CH:3]2[N:4]([CH2:5][CH2:6][CH2:7][CH2:8]2)[CH2:9][CH2:10][CH2:11]1.[ClH:43].[ClH:44].[ClH:45].[NH2:46][CH:47]1[CH2:48][CH2:49][N:50]([CH2:53][CH2:54][N:55]2[CH2:56][CH:57]([CH3:62])[CH:58]([OH:61])[CH2:59][CH2:60]2)[CH2:51][CH2:52]1>>[N:12]1([CH2:53][CH2:54][N:55]2[CH2:56][CH:57]([CH3:62])[CH:58]([OH:61])[CH2:59][CH2:60]2)[CH2:13][CH2:14][CH:15]([NH:18][C:19](=[O:20])[c:21]2[nH:22][c:23]3[cH:24][cH:25][cH:26][c:27]([O:30][CH2:31][c:32]4[cH:33][o:34][c:35]5[c:36]4[c:37]([O:41][CH3:42])[cH:38][cH:39][cH:40]5)[c:28]3[cH:29]2)[CH2:16][CH2:17]1. The reactants are CC(=O)O, CC#N, O=C1CCC(=O)N1Cl, O=C(c1csc(-c2ccccc2)c1)N1CCCC(F)(F)CC1, O. Product: O=C(c1cc(-c2ccccc2)sc1Cl)N1CCCC(F)(F)CC1. RXN SMILES: [CH3:31][C:32](=[O:33])[OH:34].[CH3:35][C:36]#[N:37].[Cl:23][N:24]1[C:25](=[O:26])[CH2:27][CH2:28][C:29]1=[O:30].[F:1][C:2]1([F:22])[CH2:3][CH2:4][N:5]([C:9](=[O:10])[c:11]2[cH:12][s:13][c:14](-[c:16]3[cH:17][cH:18][cH:19][cH:20][cH:21]3)[cH:15]2)[CH2:6][CH2:7][CH2:8]1.[OH2:38]>>[F:1][C:2]1([F:22])[CH2:3][CH2:4][N:5]([C:9](=[O:10])[c:11]2[c:12]([Cl:23])[s:13][c:14](-[c:16]3[cH:17][cH:18][cH:19][cH:20][cH:21]3)[cH:15]2)[CH2:6][CH2:7][CH2:8]1. Reactants: BrCC(=O)C1=CC(=C(C(=C1)C(C)(C)C)O)C(C)(C)C (2-bromo-1-(3,5-di-tert.butyl-4-hydroxyphenyl)-ethanone), OCC=1C(N=C(NN1)S)=O (6-hydroxymethyl-3-mercapto-2H-1,2,4-triazin-5-one). The solvent is C(C)O (ethanol). Yields the product C(C)(C)(C)C=1C=C(C=C(C1O)C(C)(C)C)C1=CSC=2N1N=C(C(N2)=O)CO (3-(3,5-Di-tert.butyl-4-hydroxyphenyl)-6-hydroxymethyl-7H-thiazolo[3,2-b][1,2,4]triazin-7-one). As a reaction SMILES: Br[CH2:2][C:3]([C:5]1[CH:10]=[C:9]([C:11]([CH3:14])([CH3:13])[CH3:12])[C:8]([OH:15])=[C:7]([C:16]([CH3:19])([CH3:18])[CH3:17])[CH:6]=1)=O.[OH:20][CH2:21][C:22]1[C:23](=[O:29])[N:24]=[C:25]([SH:28])[NH:26][N:27]=1>C(O)C>[C:11]([C:9]1[CH:10]=[C:5]([C:3]2[N:26]3[N:27]=[C:22]([CH2:21][OH:20])[C:23](=[O:29])[N:24]=[C:25]3[S:28][CH:2]=2)[CH:6]=[C:7]([C:16]([CH3:19])([CH3:18])[CH3:17])[C:8]=1[OH:15])([CH3:14])([CH3:13])[CH3:12]. Procedure: 14.4 g (0.044 mol) of 2-bromo-1-(3,5-di-tert.butyl-4-hydroxyphenyl)-ethanone (Example 1a1) and 7.0 g (0.044 mol) of 6-hydroxymethyl-3-mercapto-2H-1,2,4-triazin-5-one from step (a1) were heated to boiling for 4 hours in 300 ml of ethanol. The reaction mixture, evaporated under reduced pressure, was dissolved in 300 ml of chloroform and treated with 100 ml of saturated sodium hydrogen carbonate solution. The chloroform phase was finally separated off, dried and evaporated. Chromatography of the cr... The reactants are C1(CCCC1)C1(OC(CC(C1)=O)=O)CCC1=CC(=C(C=C1)C(C#N)C)F (2-{4-[2-(2-cyclopentyl-4,6-dioxo-tetrahydro-pyran-2-yl)-ethyl]-2-fluoro-phenyl}-propionitrile), C1(CCCC1)C1(OC(C(=C(C1)O)CC1=NN2C(N=C(C=C2C)C)=N1)=O)CCC1=CC(=C(C=C1)C1(CCC1)C#N)F (1-(4-{2-[2-cyclopentyl-5-(5,7-dimethyl-[1,2,4]triazolo[1,5 -a]pyrimidin-2-ylmethyl)-4-hydroxy-6-oxo-3,6-dihydro-2H-pyran-2-yl]-ethyl}-2-fluoro-phenyl)-cyclobutanecarbonitrile), CC=1C=NC=2N(C1)N=C(N2)C=O (6-methyl-[1,2,4]triazolo[1,5-a]pyrimidine-2-carbaldehyde). Product: C1(CCCC1)C1(OC(C(=C(C1)O)CC1=NN2C(N=CC(=C2)C)=N1)=O)CCC1=CC(=C(C=C1)C(C#N)C)F (2-(4-{2-[2-Cyclopentyl-4-hydroxy-5-(6-methyl-[1,2,4]triazolo[1,5-a]pyrimidin-2-ylmethyl)-6-oxo-3,6-dihydro-2H-pyran-2-yl]-ethyl}-2-fluoro-phenyl)-propionitrile). As a reaction SMILES: [CH:1]1([C:6]2([CH2:14][CH2:15][C:16]3[CH:21]=[CH:20][C:19]([CH:22]([CH3:25])[C:23]#[N:24])=[C:18]([F:26])[CH:17]=3)[CH2:11][C:10](=[O:12])[CH2:9][C:8](=[O:13])[O:7]2)[CH2:5][CH2:4][CH2:3][CH2:2]1.C1(C2(CCC3C=CC(C4(C#N)CCC4)=C(F)C=3)CC(O)=C(CC3N=C4N=C(C)C=C(C)N4N=3)C(=O)O2)CCCC1.[CH3:67][C:68]1[CH:69]=[N:70][C:71]2[N:72]([N:74]=[C:75]([CH:77]=O)[N:76]=2)[CH:73]=1>>[CH:1]1([C:6]2([CH2:14][CH2:15][C:16]3[CH:21]=[CH:20][C:19]([CH:22]([CH3:25])[C:23]#[N:24])=[C:18]([F:26])[CH:17]=3)[CH2:11][C:10]([OH:12])=[C:9]([CH2:77][C:75]3[N:76]=[C:71]4[N:70]=[CH:69][C:68]([CH3:67])=[CH:73][N:72]4[N:74]=3)[C:8](=[O:13])[O:7]2)[CH2:5][CH2:4][CH2:3][CH2:2]1. Reported procedure: The title compound was prepared analogously to example A(236) substituting 2-{4-[2-(2-cyclopentyl-4,6-dioxo-tetrahydro-pyran-2-yl)-ethyl]-2-fluoro-phenyl}-propionitrile from example A(241) in place of 1-(4-{2-[2-cyclopentyl-5-(5,7-dimethyl-[1,2,4]triazolo[1,5 -a]pyrimidin-2-ylmethyl)-4-hydroxy-6-oxo-3,6-dihydro-2H-pyran-2-yl]-ethyl}-2-fluoro-phenyl)-cyclobutanecarbonitrile and 6-methyl-[1,2,4]triazolo[1,5-a]pyrimidine-2-carbaldehyde in place of 5,7-dimethyl-[1,2,4]triazolo[1,5-a]pyrimidine-2-car... Starting materials: stainless steel, C=CCCCCCCCC (1-decene), peroxide, FC(=C)C(F)(F)F (2,3,3,3-tetrafluoropropene). Reported procedure: To a 300-mL stainless steel autoclave were added butyl acetate (80 g), 1-decene (15.2 g), and Perbutyl PV (a peroxide radical polymerization initiator produced by NOF Corporation, 0.21 g). The air in the autoclave was substituted with nitrogen and then cooled to 5° C. Subsequently, 2,3,3,3-tetrafluoropropene (18.6 g) was added to the autoclave. The inside of the autoclave was heated to 60° C. with stirring, whereby the reaction was initiated. After the reaction was performed for 16 hours with ke... Solvent: C(C)(=O)OCCCC (butyl acetate), C(C)(=O)OCCCC (butyl acetate). Conditions: temperature 5 celsius, time 16 hour. Reaction SMILES: [CH2:1]=[CH:2][CH2:3][CH2:4][CH2:5][CH2:6][CH2:7][CH2:8][CH2:9][CH3:10].[F:11][C:12]([C:14]([F:17])([F:16])[F:15])=[CH2:13]>C(OCCCC)(=O)C>[F:11][C:12]([C:14]([F:17])([F:16])[F:15])=[CH2:13].[CH2:1]=[CH:2][CH2:3][CH2:4][CH2:5][CH2:6][CH2:7][CH2:8][CH2:9][CH3:10] |f:3.4|. The product is FC(=C)C(F)(F)F.C=CCCCCCCCC (2,3,3,3-tetrafluoropropene 1-decene).